This data is from the Open Reaction Database (ORD), a public repository of structured organic reaction records. The task is: describe an organic reaction: reactants, conditions, products, and yield The reactants are C1(CC1)SC1=CC=CC=C1 (cyclopropylphenylthioether), OC=1C=CC(=NC1)C (5-hydroxy-2-methylpyridine), resultant mixture, C1(CC1)SC1=CC=CC=C1 (cyclopropylphenylthioether), C1(=CC=CC=C1)S ((phenyl)sulfane), C(C)(=O)O (acetic acid). The reagents and catalysts are C([O-])([O-])=O.[Ag+2] (silver carbonate). The solvent is C1(=CC=CC=C1)C (toluene). Run at time 10 minute. Product: CC1=NC=C(C=C1)OC1(CC1)SC1=CC=CC=C1 (2-methyl-5-(1-(phenylthio)cyclopropoxy)pyridine). Isolated yield 43.7%. RXN SMILES: [CH:1]1([S:4][C:5]2[CH:10]=[CH:9][CH:8]=[CH:7][CH:6]=2)[CH2:3][CH2:2]1.[OH:11][C:12]1[CH:13]=[CH:14][C:15]([CH3:18])=[N:16][CH:17]=1.C1(S)C=CC=CC=1.C(O)(=O)C>C1(C)C=CC=CC=1.C(=O)([O-])[O-].[Ag+2]>[CH3:18][C:15]1[CH:14]=[CH:13][C:12]([O:11][C:1]2([S:4][C:5]3[CH:10]=[CH:9][CH:8]=[CH:7][CH:6]=3)[CH2:3][CH2:2]2)=[CH:17][N:16]=1 |f:5.6|. Reported procedure: Cyclopropylphenyl thioether (5.0 g, 33.3 mmol) was dissolved in tetrahydrofuran (50 mL), and n-butyllithium (25.1 mL, 39.9 mmol) was dropwisely added at 0° C. for 5 minutes under an argon atmosphere. Then, a solution of N-iodosuccinimide (8.99 g, 39.9 mmol) in tetrahydrofuran (100 mL) was dropwisely added at −78° C. The resultant mixture was stirred overnight, and gradually warmed to room temperature. The reaction solution was added with a saturated aqueous solution of sodium hydrogen carbonate,... Reactants: CN(C(CC1=C(NC2=CC=CC=C12)C=1C(=NOC1C)CC)=O)C (N,N-dimethyl-2-(3-ethyl-5-methyl-4-isoxazolyl)-3-indoleacetamide), [H-].[Al+3].[Li+].[H-].[H-].[H-] (lithium aluminum hydride). Solvent: O1CCCC1 (tetrahydrofuran), O1CCCC1 (tetrahydrofuran). Reaction conditions: time 2 hour. Product: CN(C)CCC1=CNC2=CC=CC=C12 (3-(dimethylaminoethyl)-indole). Reaction SMILES: [CH3:1][N:2]([CH3:23])[C:3](=O)[CH2:4][C:5]1[C:13]2[C:8](=[CH:9][CH:10]=[CH:11][CH:12]=2)[NH:7][C:6]=1C1C(CC)=NOC=1C.[H-].[Al+3].[Li+].[H-].[H-].[H-]>O1CCCC1>[CH3:1][N:2]([CH2:3][CH2:4][C:5]1[C:13]2[C:8](=[CH:9][CH:10]=[CH:11][CH:12]=2)[NH:7][CH:6]=1)[CH3:23] |f:1.2.3.4.5.6|. Procedure: A solution of 4.7 g. (0.015 mole) of N,N-dimethyl-2-(3-ethyl-5-methyl-4-isoxazolyl)-3-indoleacetamide in 47 ml. of tetrahydrofuran under nitrogen is added dropwise to a suspension of 2.28 g. (0.06 mole) lithium aluminum hydride in 50 ml. tetrahydrofuran, while maintaining the reaction at room temperature. The mixture is stirred for 11/2 hours at room temperature, cooled in ice and quenched with 5 ml. water in 50 ml. tetrahydrofuran. The resulting solids are filtered and the filtrate dried over a... Reactants: [H-].[Na+] (Sodium hydride), C(C)(C)(C)OC(=O)N1CC=2N=CN=C(C2C[C@@H]1C)OC=1C=C2C=CNC2=CC1 ((S)-4-(1H-Indol-5-yloxy)-6-methyl-5,8-dihydro-6H-pyrido[3,4-d]pyrimidine-7-carboxylic acid tert-butyl ester), C(C)(C)(C)OC(=O)N1N=C(C=C1NC(=O)OC1=CC=CC=C1)C1(CC1)C (3-(1-Methyl-cyclopropyl)-5-phenoxycarbonylamino-pyrazole-1-carboxylic acid tert-butyl ester). The solvent is CN(C)C=O (DMF). Yields the product C(C)(C)(C)OC(=O)N1CC=2N=CN=C(C2C[C@@H]1C)OC=1C=C2C=CN(C2=CC1)C(NC=1N(N=C(C1)C1(CC1)C)C(=O)OC(C)(C)C)=O ((S)-4-{1-[2-tert-Butoxycarbonyl-5-(1-methyl-cyclopropyl)-2H-pyrazol-3-ylcarbamoyl]-1H-indol-5-yloxy}-6-methyl-5,8-dihydro-6H-pyrido[3,4-d]pyrimidine-7-carboxylic acid tert-butyl ester). Reaction SMILES: [H-].[Na+].[C:3]([O:7][C:8]([N:10]1[C@@H:19]([CH3:20])[CH2:18][C:17]2[C:16]([O:21][C:22]3[CH:23]=[C:24]4[C:28](=[CH:29][CH:30]=3)[NH:27][CH:26]=[CH:25]4)=[N:15][CH:14]=[N:13][C:12]=2[CH2:11]1)=[O:9])([CH3:6])([CH3:5])[CH3:4].[C:31]([O:35][C:36]([N:38]1[C:42]([NH:43][C:44](OC2C=CC=CC=2)=[O:45])=[CH:41][C:40]([C:53]2([CH3:56])[CH2:55][CH2:54]2)=[N:39]1)=[O:37])([CH3:34])([CH3:33])[CH3:32]>CN(C=O)C>[C:3]([O:7][C:8]([N:10]1[C@@H:19]([CH3:20])[CH2:18][C:17]2[C:16]([O:21][C:22]3[CH:23]=[C:24]4[C:28](=[CH:29][CH:30]=3)[N:27]([C:44](=[O:45])[NH:43][C:42]3[N:38]([C:36]([O:35][C:31]([CH3:34])([CH3:33])[CH3:32])=[O:37])[N:39]=[C:40]([C:53]5([CH3:56])[CH2:55][CH2:54]5)[CH:41]=3)[CH:26]=[CH:25]4)=[N:15][CH:14]=[N:13][C:12]=2[CH2:11]1)=[O:9])([CH3:4])([CH3:5])[CH3:6] |f:0.1|. Reported procedure: Sodium hydride (0.024 g, 0.990 mmol; 60% in oil) is added to a solution of (S)-4-(1H-Indol-5-yloxy)-6-methyl-5,8-dihydro-6H-pyrido[3,4-d]pyrimidine-7-carboxylic acid tert-butyl ester, Example 53-B-1, (0.126 g, 0.330 mmol) and DMF (7.5 mL) at it. After 5 min 3-(1-Methyl-cyclopropyl)-5-phenoxycarbonylamino-pyrazole-1-carboxylic acid tert-butyl ester, Example 5-D, (0.178 g, 0.495 mmol) is then added. After 1 h the mixture is quenched by the addition of saturated aqueous NH4Cl and then concentrated.... The reactants are C(C)(=O)OCCCS(=O)(=O)Cl (3-acetoxypropane-1-sulfonyl chloride), CN1CCNCC1 (1-methylpiperazine). The product is CN1CCN(CC1)S(=O)(=O)CCCO (3-(1-methyl-4-piperazinylsulfonyl)-1-propanol). RXN SMILES: C([O:4][CH2:5][CH2:6][CH2:7][S:8](Cl)(=[O:10])=[O:9])(=O)C.[CH3:12][N:13]1[CH2:18][CH2:17][NH:16][CH2:15][CH2:14]1>>[CH3:12][N:13]1[CH2:18][CH2:17][N:16]([S:8]([CH2:7][CH2:6][CH2:5][OH:4])(=[O:9])=[O:10])[CH2:15][CH2:14]1. Procedure: Using 3-acetoxypropane-1-sulfonyl chloride and 1-methylpiperazine, the same reaction as in Reference Example 44 and 46 was conducted to produce the title compound. m.p. 90°-93° C. The reactants are Cl.ClCC=1C(=NC=2C=C3C(=CC2C1)OCO3)NC (7-(chloromethyl)-N-methyl-[1,3]dioxolo[4,5-g]quinolin-6-amine hydrochloride), COC=1C=C2C=C(N=C(C2=CC1OC)CCC)O (6,7-dimethoxy-1-propylisoquinolin-3-ol), COC=1C=C2C=C(N=C(C2=CC1OC)CCC)O (6,7-Dimethoxy-1-propylisoquinolin-3-ol), [Li+].[OH-] (LiOH), Cl.ClCC=1C(=NC=2C=C3C(=CC2C1)OCO3)NC (7-(Chloromethyl)-N-methyl-[1,3]dioxolo[4,5-g]quinolin-6-amine hydrochloride). Run in C(Cl)Cl (CH2Cl2), C1(=CC=CC=C1)C (toluene). Reaction conditions: temperature 150 celsius, time 1.5 hour. Yields the product Cl.Cl.COC=1C=C2C(=C(N=C(C2=CC1OC)CCC)O)CC=1C(=NC=2C=C3C(=CC2C1)OCO3)NC (6,7-dimethoxy-4-((6-(methylamino)-[1,3]-dioxolo[4,5-g]quinolin-7-yl)methyl)-1-propylisoquinolin-3-ol dihydrochloride). Isolated yield 9.0%. Reaction SMILES: [CH3:1][O:2][C:3]1[CH:4]=[C:5]2[C:10](=[CH:11][C:12]=1[O:13][CH3:14])[C:9]([CH2:15][CH2:16][CH3:17])=[N:8][C:7]([OH:18])=[CH:6]2.[Li+].[OH-].[ClH:21].[Cl:22][CH2:23][C:24]1[C:25]([NH:37][CH3:38])=[N:26][C:27]2[CH:28]=[C:29]3[O:36][CH2:35][O:34][C:30]3=[CH:31][C:32]=2[CH:33]=1>C1(C)C=CC=CC=1.C(Cl)Cl>[ClH:22].[ClH:21].[CH3:1][O:2][C:3]1[CH:4]=[C:5]2[C:10](=[CH:11][C:12]=1[O:13][CH3:14])[C:9]([CH2:15][CH2:16][CH3:17])=[N:8][C:7]([OH:18])=[C:6]2[CH2:23][C:24]1[C:25]([NH:37][CH3:38])=[N:26][C:27]2[CH:28]=[C:29]3[O:36][CH2:35][O:34][C:30]3=[CH:31][C:32]=2[CH:33]=1 |f:1.2,3.4,7.8.9|. Reported procedure: To a solution of 6,7-dimethoxy-1-propylisoquinolin-3-ol RBO 35142 (245 mg, 0.99 mmol) in toluene (10 mL) in a 20 mL microwave vial equipped with a magnetic stirrer was added a 2 N aq. LiOH solution (1.00 mL, 2.00 mmol) at RT followed by 7-(chloromethyl)-N-methyl-[1,3]dioxolo[4,5-g]quinolin-6-amine hydrochloride CCH 34158B (284 mg, 0.99 mmol) and the mixture was stirred at 150° C. for 1.5 h under microwave irradiation. After cooling to RT, the mixture was diluted with CH2Cl2:MeOH=9:1 (80 mL) and ... The reactants are NC=1C=C(C(N(C1)C)=O)C (5-amino-1,3-dimethylpyridin-2(1H)-one), FC(OC1=CC=C(C=O)C=C1)(F)F (4-trifluoromethoxy-benzaldehyde), CCOC(=O)C(=O)CC(=O)C (ethyl acetopyruvate). Product: C(C)(=O)C1C(C(N(C1C1=CC=C(C=C1)OC(F)(F)F)C1=CN(C(C(=C1)C)=O)C)=O)=O (4-acetyl-1-(1,5-dimethyl-6-oxo-1,6-dihydropyridin-3-yl)-5-(4-(trifluoromethoxy)-phenyl)pyrrolidine-2,3-dione). As a reaction SMILES: [NH2:1][C:2]1[CH:3]=[C:4]([CH3:10])[C:5](=[O:9])[N:6]([CH3:8])[CH:7]=1.[F:11][C:12]([F:23])([F:22])[O:13][C:14]1[CH:21]=[CH:20][C:17]([CH:18]=O)=[CH:16][CH:15]=1.CC[O:26][C:27]([C:29]([CH2:31][C:32]([CH3:34])=[O:33])=[O:30])=O>>[C:32]([CH:31]1[CH:18]([C:17]2[CH:20]=[CH:21][C:14]([O:13][C:12]([F:23])([F:22])[F:11])=[CH:15][CH:16]=2)[N:1]([C:2]2[CH:3]=[C:4]([CH3:10])[C:5](=[O:9])[N:6]([CH3:8])[CH:7]=2)[C:27](=[O:26])[C:29]1=[O:30])(=[O:33])[CH3:34]. Reported procedure: The title compound was prepared in analogy to the procedure described in Step 57.1 using 5-amino-1,3-dimethylpyridin-2(1H)-one (Step 20.2), 4-trifluoromethoxy-benzaldehyde and ethyl acetopyruvate. tR: 0.79 min (LC-MS 2); ESI-MS: 423 [M+H]+ (LC-MS 2); ESI-MS: 421 [M−H]− (LC-MS 2). Reactants: COc1ccc2c(c1)CNCC2, COc1cc2c(N)nc(Cl)nc2c(OC)c1OC. Product: Cl, COc1ccc2c(c1)CN(c1nc(N)c3cc(OC)c(OC)c(OC)c3n1)CC2. RXN SMILES: [CH3:19][O:20][c:21]1[cH:22][cH:23][c:24]2[c:29]([cH:30]1)[CH2:28][NH:27][CH2:26][CH2:25]2.[NH2:1][c:2]1[n:3][c:4]([Cl:18])[n:5][c:6]2[c:7]([O:16][CH3:17])[c:8]([O:14][CH3:15])[c:9]([O:12][CH3:13])[cH:10][c:11]12>>[ClH:18].[NH2:1][c:2]1[n:3][c:4]([N:27]2[CH2:26][CH2:25][c:24]3[cH:23][cH:22][c:21]([O:20][CH3:19])[cH:30][c:29]3[CH2:28]2)[n:5][c:6]2[c:7]([O:16][CH3:17])[c:8]([O:14][CH3:15])[c:9]([O:12][CH3:13])[cH:10][c:11]12. The reactants are N#N (N2), BrC=1C=C2C(=NC1)O[C@]1(C2)C2CCN(C1)CC2 ((2R)-5′-bromo-3′H-spiro[4-azabicyclo[2.2.2]octane-2,2′-furo[2,3-b]pyridine]), C(=O)C1=CC=C(S1)B(O)O ((5-formyl-2-thienyl)boronic acid), C(=O)([O-])[O-].[Na+].[Na+] (Na2CO3). Reagents/catalysts: Cl[Pd](P(C1=CC=CC=C1)(C1=CC=CC=C1)C1=CC=CC=C1)(P(C1=CC=CC=C1)(C1=CC=CC=C1)C1=CC=CC=C1)Cl (dichloro[bis(triphenylphosphoranyl)]palladium). The solvent is COCCOC.O.CCO (DME H2O EtOH). Conditions: temperature 70 celsius. Yields the product O1[C@]2(CC=3C1=NC=C(C3)C3=CC=C(S3)C=O)C3CCN(C2)CC3 (5-[(2R)-3′H-spiro[4-azabicyclo[2.2.2]octane-2,2′-furo[2,3-b]pyridin]-5′-yl]thiophene-2-carbaldehyde). Yield: 99.3%. RXN SMILES: Br[C:2]1[CH:3]=[C:4]2[CH2:10][C@@:9]3([CH2:15][N:14]4[CH2:16][CH2:17][CH:11]3[CH2:12][CH2:13]4)[O:8][C:5]2=[N:6][CH:7]=1.[CH:18]([C:20]1[S:24][C:23](B(O)O)=[CH:22][CH:21]=1)=[O:19].C([O-])([O-])=O.[Na+].[Na+].N#N>COCCOC.O.CCO.Cl[Pd](Cl)(P(C1C=CC=CC=1)(C1C=CC=CC=1)C1C=CC=CC=1)P(C1C=CC=CC=1)(C1C=CC=CC=1)C1C=CC=CC=1>[O:8]1[C:5]2=[N:6][CH:7]=[C:2]([C:23]3[S:24][C:20]([CH:18]=[O:19])=[CH:21][CH:22]=3)[CH:3]=[C:4]2[CH2:10][C@:9]21[CH2:15][N:14]1[CH2:16][CH2:17][CH:11]2[CH2:12][CH2:13]1 |f:2.3.4,6.7.8|. Reported procedure: To a stirred solution of (2R)-5′-bromo-3′H-spiro[4-azabicyclo[2.2.2]octane-2,2′-furo[2,3-b]pyridine] (Scheme 1, 3.2 g, 10.8 mmol) and (5-formyl-2-thienyl)boronic acid (3.37 g, 21.6 mmol) in 150 mL DME/H2O/EtOH (7:3:2), powdered Na2CO3 (4.58 g, 43.2 mmol) was added. The resulting mixture was purged with N2 at rt for 15 min, before the addition of dichloro[bis(triphenylphosphoranyl)]palladium (380 mg, 0.54 mmol). The reaction mixture was purged with N2 for another 15 min, before being heated in a ... Starting materials: C(C)OC(=O)C1=NN(C2=C(C=CC=C2C1=O)Cl)CC1=CC=C(C=C1)N1N=CC=C1 (Ethyl-8-chloro-4-oxo-1-[4-(1H-pyrazol-1-yl)benzyl]-1,4-dihydrocinnoline-3-carboxylate), COC=1C=CC(=CC1)P2(=S)SP(=S)(S2)C=3C=CC(=CC3)OC (Lawesson's Reagent). The solvent is C1(=CC=CC=C1)C (toluene). Conditions: time 5 minute. The product is C(C)OC(=O)C1=NN(C2=C(C=CC=C2C1=S)Cl)CC1=CC=C(C=C1)N1N=CC=C1 (ethyl-8-chloro-1-[4-(1H-pyrazol-1-yl)benzyl]-4-thioxo-1,4-dihydrocinnoline-3-carboxylate). Reaction SMILES: [CH2:1]([O:3][C:4]([C:6]1[C:15](=O)[C:14]2[C:9](=[C:10]([Cl:17])[CH:11]=[CH:12][CH:13]=2)[N:8]([CH2:18][C:19]2[CH:24]=[CH:23][C:22]([N:25]3[CH:29]=[CH:28][CH:27]=[N:26]3)=[CH:21][CH:20]=2)[N:7]=1)=[O:5])[CH3:2].COC1C=CC(P2(SP(C3C=CC(OC)=CC=3)(=S)S2)=[S:39])=CC=1>C1(C)C=CC=CC=1>[CH2:1]([O:3][C:4]([C:6]1[C:15](=[S:39])[C:14]2[C:9](=[C:10]([Cl:17])[CH:11]=[CH:12][CH:13]=2)[N:8]([CH2:18][C:19]2[CH:24]=[CH:23][C:22]([N:25]3[CH:29]=[CH:28][CH:27]=[N:26]3)=[CH:21][CH:20]=2)[N:7]=1)=[O:5])[CH3:2]. Procedure details: Ethyl-8-chloro-4-oxo-1-[4-(1H-pyrazol-1-yl)benzyl]-1,4-dihydrocinnoline-3-carboxylate (627 mg, 1.53 mmol) was dissolved in toluene (7 mL), treated with Lawesson's Reagent (434 mg, 1.074 mmol, 0.7 equiv) and placed into an oil bath preheated at 105° C. for 5 minutes. The mixture was cooled to ambient temperature, concentrated in vacuo and the residue was purified by silica gel gradient chromatography (100:0 to 60:40; hexanes:ethyl acetate), providing the titled compound.